The task is: describe an organic reaction: reactants, conditions, products, and yield. This data is from the Open Reaction Database (ORD), a public repository of structured organic reaction records. Starting materials: BrC1=C(C=C(C(=O)N)C=C1)\C=C\C1=CC=C(C=C1)OC(F)(F)F (4-bromo-3-[(E)-2-(4-trifluoromethoxy-phenyl)-vinyl]-benzamide), C1(CCCCC1)P(C1=C(C=CC=C1)C1=CC=CC=C1)C1CCCCC1 (2-(dicyclohexylphosphino)biphenyl), C(O)CN (ethanolamine). Reagents/catalysts: [Pd].[Pd].C(C1=CC=CC=C1)=CC(=O)C=CC1=CC=CC=C1.C(C1=CC=CC=C1)=CC(=O)C=CC1=CC=CC=C1.C(C1=CC=CC=C1)=CC(=O)C=CC1=CC=CC=C1 (tris(dibenzylideneacetone) dipalladium(0)). Run at temperature 65 celsius, time 3.5 hour. Yields the product OCCNC1=C(C=C(C(=O)N)C=C1)\C=C\C1=CC=C(C=C1)OC(F)(F)F (4-(2-hydroxy-ethylamino)-3-[(E)-2-(4-trifluoromethoxy-phenyl)-vinyl]-benzamide). Reaction SMILES: Br[C:2]1[CH:10]=[CH:9][C:5]([C:6]([NH2:8])=[O:7])=[CH:4][C:3]=1/[CH:11]=[CH:12]/[C:13]1[CH:18]=[CH:17][C:16]([O:19][C:20]([F:23])([F:22])[F:21])=[CH:15][CH:14]=1.C1(P(C2CCCCC2)C2C=CC=CC=2C2C=CC=CC=2)CCCCC1.[CH2:49]([CH2:51][NH2:52])[OH:50]>[Pd].[Pd].C(=CC(C=CC1C=CC=CC=1)=O)C1C=CC=CC=1.C(=CC(C=CC1C=CC=CC=1)=O)C1C=CC=CC=1.C(=CC(C=CC1C=CC=CC=1)=O)C1C=CC=CC=1>[OH:50][CH2:49][CH2:51][NH:52][C:2]1[CH:10]=[CH:9][C:5]([C:6]([NH2:8])=[O:7])=[CH:4][C:3]=1/[CH:11]=[CH:12]/[C:13]1[CH:18]=[CH:17][C:16]([O:19][C:20]([F:23])([F:22])[F:21])=[CH:15][CH:14]=1 |f:3.4.5.6.7|. Procedure: The interior of a container containing 4-bromo-3-[(E)-2-(4-trifluoromethoxy-phenyl)-vinyl]-benzamide (50.2 mg) obtained in Example 2-5-1, 2.8 mg of tris(dibenzylideneacetone) dipalladium(0), 10 μL of ethanolamine, and 2.6 mg of 2-(dicyclohexylphosphino)biphenyl was purged with argon. A 1.0M tetrahydrofuran solution (1 mL) of lithium bis(trimethylsilyl)amide was added into the container, and the mixture was stirred for 3.5 hours at 65° C. Then, 2.0 mg of tris(dibenzylideneacetone) dipalladium(0),... Product: Cc1cc(C(F)(F)F)cc(N2CC(N)C2)n1. As a reaction SMILES: [C:1]([O:2][C:3](=[O:4])[NH:7][CH:8]1[CH2:9][N:10]([c:12]2[n:13][c:14]([CH3:22])[cH:15][c:16]([C:18]([F:19])([F:20])[F:21])[cH:17]2)[CH2:11]1)([CH3:5])([CH3:6])[CH3:23].[Cl:31][CH2:32][Cl:33].[F:24][C:25]([F:26])([F:27])[C:28]([OH:29])=[O:30]>>[NH2:7][CH:8]1[CH2:9][N:10]([c:12]2[n:13][c:14]([CH3:22])[cH:15][c:16]([C:18]([F:19])([F:20])[F:21])[cH:17]2)[CH2:11]1. Starting materials: Cc1cc(C(F)(F)F)cc(N2CC(NC(=O)OC(C)(C)C)C2)n1, ClCCl, O=C(O)C(F)(F)F. The reactants are S1CCN(CC1)C1=NC(=CC2=C(C=CC=C12)[N+](=O)[O-])Cl (1-Thiomorpholino-3-chloro-5-nitro-isoquinoline), ClC1=NC(=CC2=C(C=CC=C12)[N+](=O)[O-])Cl (1,3-dichloro-5-nitro-isoquinoline), N1CCSCC1 (thiomorpholine). Run in C(C)(=O)OCC (ethyl acetate). Yields the product S1CCN(CC1)C1=NC(=CC2=C(C=CC=C12)C)Cl (1-Thiomorpholino-3-chloro-5-methyl-isoquinoline). Reaction SMILES: [S:1]1[CH2:6][CH2:5][N:4]([C:7]2[C:16]3[C:11](=[C:12]([N+]([O-])=O)[CH:13]=[CH:14][CH:15]=3)[CH:10]=[C:9]([Cl:20])[N:8]=2)[CH2:3][CH2:2]1.Cl[C:22]1C2C(=C([N+]([O-])=O)C=CC=2)C=C(Cl)N=1.N1CCSCC1>C(OCC)(=O)C>[S:1]1[CH2:6][CH2:5][N:4]([C:7]2[C:16]3[C:11](=[C:12]([CH3:22])[CH:13]=[CH:14][CH:15]=3)[CH:10]=[C:9]([Cl:20])[N:8]=2)[CH2:3][CH2:2]1. Reported procedure: 1-Thiomorpholino-3-chloro-5-nitro-isoquinoline, m.p. 163°-165°C (from ethyl acetate), was prepared from 1,3-dichloro-5-nitro-isoquinoline [see M. D. Nair and S. R. Mehta, Indian J. Chem. 5, 403 (1967); m.p. 176°-177°C] and thiomorpholine. Starting materials: S1C(=CC=C1)C=1C(C2=C(NC(C1OC)=O)C=C(C=C2)Cl)=O (4-(2-thienyl)-8-chloro-3-methoxy-2,5-dioxo-2,5-dihydro-1H-benz[b]azepine). The solvent is Cl.C1CCOC1 (HCl THF). Conditions: time 1 hour. Yields the product ClC=1C=CC2=C(NC(C(=C(C2=O)C=2SC=CC2)O)=O)C1 (8-Chloro-3-hydroxy-4-(2-thienyl)-1H-benzo(b)azepine-2,5-dione). Yield: 25.1%. Reaction SMILES: [S:1]1[CH:5]=[CH:4][CH:3]=[C:2]1[C:6]1[C:7](=[O:21])[C:8]2[CH:19]=[CH:18][C:17]([Cl:20])=[CH:16][C:9]=2[NH:10][C:11](=[O:15])[C:12]=1[O:13]C>Cl.C1COCC1>[Cl:20][C:17]1[CH:18]=[CH:19][C:8]2[C:7](=[O:21])[C:6]([C:2]3[S:1][CH:5]=[CH:4][CH:3]=3)=[C:12]([OH:13])[C:11](=[O:15])[NH:10][C:9]=2[CH:16]=1 |f:1.2|. Procedure: A solution of 4-(2-thienyl)-8-chloro-3-methoxy-2,5-dioxo-2,5-dihydro-1H-benz[b]azepine (0.20 g) in 2.4N HCl/THF (1:1, 200 mL) was allowed to stir at room temperature for 1 hour followed by heating to 50° C. for 1 hour. The reaction mixture was partitioned between ether and water. The organic portion was dried (MgSO4), filtered, and concentrated in vacuo. The residue was recrystallized twice from ethyl acetate/hexanes to afford the title compound (0.048 g); mp 231°-233° C. (dec.); NMR: 11.70 (bs,... Reactants: C, COC(=O)c1ccc(OCc2ccccc2)cc1OC, CO, [H][H], [Pd]. Product: COC(=O)c1ccc(O)cc1OC. RXN SMILES: [C:25].[CH2:1]([c:2]1[cH:3][cH:4][cH:5][cH:6][cH:7]1)[O:8][c:9]1[cH:10][c:11]([O:19][CH3:20])[c:12]([C:13](=[O:14])[O:15][CH3:16])[cH:17][cH:18]1.[CH3:23][OH:24].[H:21][H:22].[Pd:26]>>[OH:8][c:9]1[cH:10][c:11]([O:19][CH3:20])[c:12]([C:13](=[O:14])[O:15][CH3:16])[cH:17][cH:18]1.